The task is: describe an organic reaction: reactants, conditions, products, and yield. This data is from the Open Reaction Database (ORD), a public repository of structured organic reaction records. Starting materials: FC1=CC=C(C=C1)NC(=O)C=1C=NC(=NC1)OCC(=O)O ([5-(4-fluorophenylcarbamoyl)pyrimidin-2-yloxy]acetic acid), FC1=C(C=CC=C1)O (2-fluorophenol). Yields the product FC1=C(C=CC=C1)OC(COC1=NC=C(C=N1)C(NC1=CC=C(C=C1)F)=O)=O ([5-(4-Fluorophenylcarbamoyl)pyrimidin-2-yloxy]acetic acid 2-fluorophenyl ester). Yield: 17.0%. RXN SMILES: [F:1][C:2]1[CH:7]=[CH:6][C:5]([NH:8][C:9]([C:11]2[CH:12]=[N:13][C:14]([O:17][CH2:18][C:19]([OH:21])=[O:20])=[N:15][CH:16]=2)=[O:10])=[CH:4][CH:3]=1.[F:22][C:23]1[CH:28]=[CH:27][CH:26]=[CH:25][C:24]=1O>>[F:22][C:23]1[CH:28]=[CH:27][CH:26]=[CH:25][C:24]=1[O:20][C:19](=[O:21])[CH2:18][O:17][C:14]1[N:13]=[CH:12][C:11]([C:9](=[O:10])[NH:8][C:5]2[CH:4]=[CH:3][C:2]([F:1])=[CH:7][CH:6]=2)=[CH:16][N:15]=1. Reported procedure: The titled compound was prepared from [5-(4-fluorophenylcarbamoyl)pyrimidin-2-yloxy]acetic acid using 2-fluorophenol (17 mg, 0.15 mmol) as the coupling partner. Concentration (no chromatography) yielded 11 mg (17%) of the titled compound. ESI-MS m/z 386 (MH+), 384 (M−H−).